This data is from the Open Reaction Database (ORD), a public repository of structured organic reaction records. The task is: describe an organic reaction: reactants, conditions, products, and yield Reactants: BrC=1C=C(C=NC1Cl)C(=O)O (5-bromo-6-chloro-3-pyridinecarboxylic acid), NC[C@](O)(C1CC1)C ((R)-α-(aminomethyl)-α-methyl-cyclopropanemethanol), N1=C(C=CC=C1)CO (2-pyridinemethanol), ClC1=CC=C(C=C1)B(O)O ((4-chloro-phenyl)-boronic acid). The product is ClC1=CC=C(C=C1)C=1C(=NC=C(C(=O)NC[C@](C)(O)C2CC2)C1)OCC1=NC=CC=C1 (5-(4-chloro-phenyl)-N-((R)-2-cyclopropyl-2-hydroxy-propyl)-6-(pyridin-2-ylmethoxy)-nicotinamide). RXN SMILES: Br[C:2]1[CH:3]=[C:4]([C:9]([OH:11])=O)[CH:5]=[N:6][C:7]=1Cl.[N:12]1[CH:17]=[CH:16][CH:15]=[CH:14][C:13]=1[CH2:18][OH:19].[Cl:20][C:21]1[CH:26]=[CH:25][C:24](B(O)O)=[CH:23][CH:22]=1.[NH2:30][CH2:31][C@@:32]([CH3:37])([CH:34]1[CH2:36][CH2:35]1)[OH:33]>>[Cl:20][C:21]1[CH:26]=[CH:25][C:24]([C:2]2[C:7]([O:19][CH2:18][C:13]3[CH:14]=[CH:15][CH:16]=[CH:17][N:12]=3)=[N:6][CH:5]=[C:4]([CH:3]=2)[C:9]([NH:30][CH2:31][C@@:32]([CH:34]2[CH2:36][CH2:35]2)([OH:33])[CH3:37])=[O:11])=[CH:23][CH:22]=1. Procedure details: The title compound was synthesized in analogy to Example 75, using 5-bromo-6-chloro-3-pyridinecarboxylic acid, 2-pyridinemethanol, (4-chloro-phenyl)-boronic acid and (R)-α-(aminomethyl)-α-methyl-cyclopropanemethanol as starting materials to yield 5-(4-chloro-phenyl)-N-((R)-2-cyclopropyl-2-hydroxy-propyl)-6-(pyridin-2-ylmethoxy)-nicotinamide, MS (ISP) 438.1 (M+H)+. The reactants are FB(F)F, CCOCC, Cc1cc(C)c(O)cc1C, Cc1ccccc1, O=C(O)CCCCCC(O)c1ccc(F)cc1. Yields the product Cc1cc(C)c(O)c(C(CCCCCC(=O)O)c2ccc(F)cc2)c1C. Reaction SMILES: [B:33]([F:34])([F:35])[F:36].[CH2:28]([O:29][CH2:30][CH3:31])[CH3:32].[CH3:1][c:2]1[c:3]([OH:10])[cH:4][c:5]([CH3:9])[c:6]([CH3:8])[cH:7]1.[CH3:37][c:38]1[cH:39][cH:40][cH:41][cH:42][cH:43]1.[F:11][c:12]1[cH:13][cH:14][c:15]([CH:18]([CH2:19][CH2:20][CH2:21][CH2:22][CH2:23][C:24](=[O:25])[OH:26])[OH:27])[cH:16][cH:17]1>>[CH3:1][c:2]1[c:3]([OH:10])[c:4]([CH:18]([c:15]2[cH:14][cH:13][c:12]([F:11])[cH:17][cH:16]2)[CH2:19][CH2:20][CH2:21][CH2:22][CH2:23][C:24](=[O:25])[OH:26])[c:5]([CH3:9])[c:6]([CH3:8])[cH:7]1. The reactants are Cc1cc([N+](=O)[O-])cc(Br)n1, CN1CCCC1=O, [K], O=[N+]([O-])c1ccc(S)cc1. Yields the product Cc1cc(Sc2ccc([N+](=O)[O-])cc2)cc(Br)n1. Reaction SMILES: [Br:1][c:2]1[n:3][c:4]([CH3:11])[cH:5][c:6]([N+:8]([O-:9])=[O:10])[cH:7]1.[CH3:23][N:24]1[CH2:25][CH2:26][CH2:27][C:28]1=[O:29].[K:12].[N+:13](=[O:14])([O-:15])[c:16]1[cH:17][cH:18][c:19]([SH:22])[cH:20][cH:21]1>>[Br:1][c:2]1[n:3][c:4]([CH3:11])[cH:5][c:6]([S:22][c:19]2[cH:18][cH:17][c:16]([N+:13](=[O:14])[O-:15])[cH:21][cH:20]2)[cH:7]1. Starting materials: O=C([O-])[O-], COc1ccccc1N1CCC(CN)CC1, CC#N, [I-], [K+], [K+], [K+], Cc1ccc(S(=O)(=O)OCC2COc3ccccc3O2)cc1. The product is COc1ccccc1N1CCC(CNCC2COc3ccccc3O2)CC1. RXN SMILES: [C:39](=[O:40])([O-:41])[O-:42].[CH3:1][O:2][c:3]1[c:4]([N:9]2[CH2:10][CH2:11][CH:12]([CH2:15][NH2:16])[CH2:13][CH2:14]2)[cH:5][cH:6][cH:7][cH:8]1.[CH3:47][C:48]#[N:49].[I-:46].[K+:43].[K+:44].[K+:45].[c:17]1([CH3:18])[cH:19][cH:20][c:21]([S:22]([O:23][CH2:27][CH:28]2[CH2:29][O:30][c:31]3[c:32]([cH:34][cH:35][cH:36][cH:37]3)[O:33]2)(=[O:24])=[O:25])[cH:26][cH:38]1>>[CH3:1][O:2][c:3]1[c:4]([N:9]2[CH2:10][CH2:11][CH:12]([CH2:15][NH:16][CH2:27][CH:28]3[CH2:29][O:30][c:31]4[c:32]([cH:34][cH:35][cH:36][cH:37]4)[O:33]3)[CH2:13][CH2:14]2)[cH:5][cH:6][cH:7][cH:8]1.